This data is from the Open Reaction Database (ORD), a public repository of structured organic reaction records. The task is: describe an organic reaction: reactants, conditions, products, and yield Reactants: C1CCOC1, CCOC(C)=O, O=C=Nc1cccc(Cl)c1Cl, CC(C)(C)c1cc(N)c(C(=O)N2CCNC(=O)CC2)[nH]1. Yields the product CC(C)(C)c1cc(NC(=O)Nc2cccc(Cl)c2Cl)c(C(=O)N2CCNC(=O)CC2)[nH]1. RXN SMILES: [CH2:32]1[O:33][CH2:34][CH2:35][CH2:36]1.[CH3:37][CH2:38][O:39][C:40](=[O:41])[CH3:42].[Cl:21][c:22]1[c:23]([N:29]=[C:30]=[O:31])[cH:24][cH:25][cH:26][c:27]1[Cl:28].[NH2:1][c:2]1[cH:3][c:4]([C:17]([CH3:18])([CH3:19])[CH3:20])[nH:5][c:6]1[C:7](=[O:8])[N:9]1[CH2:10][CH2:11][NH:12][C:13](=[O:16])[CH2:14][CH2:15]1>>[NH:1]([c:2]1[cH:3][c:4]([C:17]([CH3:18])([CH3:19])[CH3:20])[nH:5][c:6]1[C:7](=[O:8])[N:9]1[CH2:10][CH2:11][NH:12][C:13](=[O:16])[CH2:14][CH2:15]1)[C:30]([NH:29][c:23]1[c:22]([Cl:21])[c:27]([Cl:28])[cH:26][cH:25][cH:24]1)=[O:31]. Reactants: ClC1=CC(=NC=2N1N=CC2)C2CN(CC2)C(=O)OC(C)(C)C (tert-butyl 3-(7-chloropyrazolo[1,5-a]pyrimidin-5-yl)pyrrolidine-1-carboxylate), N (ammonia). Run in CO (MeOH). Run at temperature 80 celsius. Product: NC1=CC(=NC=2N1N=CC2)C2CN(CC2)C(=O)OC(C)(C)C (tert-butyl 3-(7-aminopyrazolo[1,5-a]pyrimidin-5-yl)pyrrolidine-1-carboxylate). RXN SMILES: Cl[C:2]1[N:7]2[N:8]=[CH:9][CH:10]=[C:6]2[N:5]=[C:4]([CH:11]2[CH2:15][CH2:14][N:13]([C:16]([O:18][C:19]([CH3:22])([CH3:21])[CH3:20])=[O:17])[CH2:12]2)[CH:3]=1.[NH3:23]>CO>[NH2:23][C:2]1[N:7]2[N:8]=[CH:9][CH:10]=[C:6]2[N:5]=[C:4]([CH:11]2[CH2:15][CH2:14][N:13]([C:16]([O:18][C:19]([CH3:22])([CH3:21])[CH3:20])=[O:17])[CH2:12]2)[CH:3]=1. Reported procedure: A mixture of tert-butyl 3-(7-chloropyrazolo[1,5-a]pyrimidin-5-yl)pyrrolidine-1-carboxylate (3.40 g, 10.5 mmol) in a solution of ammonia in MeOH (7N, 20 mL) was heated in sealed vessel at 80° C. for 5 h. The reaction mixture was cooled down and concentrated in vacuo. The residue was dried in high vacuum and used for the next step without further purification. LC/MS RT=1.30 min (5 min method). Mass calculated for, M+H 303.17, observed 318.19. Product: Cl.Cl.NCCSCC=1N=CNC1C (4-(2-aminoethyl)thiomethyl-5-methylimidazole dihydrochloride). As a reaction SMILES: N[CH2:2][C:3]1[N:4]=[CH:5][NH:6][C:7]=1[CH3:8].[NH2:9][CH2:10][CH2:11][SH:12].[ClH:13]>C(O)(=O)C>[ClH:13].[ClH:13].[NH2:9][CH2:10][CH2:11][S:12][CH2:2][C:3]1[N:4]=[CH:5][NH:6][C:7]=1[CH3:8] |f:4.5.6|. The reactants are NCC=1N=CNC1C (4-aminomethyl-5-methylimidazole), NCCS (cysteamine), Cl (hydrochloric acid). Procedure details: Sodium amide (0.39 g., 0.01 mole) was dissolved in 40 ml. of liquid ammonia and 4.11 g. (0.01 mole) of [(5-methylimidazolyl)-4-methyl]triphenylphosphonium bromide was added. The suspension was stirred at -40° C. for 1 hour and then allowed to warm to room temperature as the ammonia evaporated. The triphenyl phosphine was extracted from the residue with benzene and the remaining solids were taken up in water and extracted with chloroform. The chloroform extracts were dried and evaporated to give ... Run in C(C)(=O)O (acetic acid).